From a dataset of the Open Reaction Database (ORD), a public repository of structured organic reaction records. describe an organic reaction: reactants, conditions, products, and yield Reactants: ClC1=C2N=C(C(=NC2=CC=C1)C)C1=C(C=CC=C1)C(F)(F)F (5-Chloro-2-methyl-3-(2-(trifluoromethyl)phenyl)quinoxaline), C(C1=CC=CC=C1)(=O)OOC(C1=CC=CC=C1)=O (benzoyl peroxide), BrN1C(=O)N(C(=O)C1(C)C)Br (1,3-dibromo-5,5-dimethylhydantoin), C(Cl)(Cl)(Cl)Cl (carbon tetrachloride). Reaction conditions: time 21.5 hour. Yields the product BrCC1=NC2=CC=CC(=C2N=C1C1=C(C=CC=C1)C(F)(F)F)Cl (2-(bromomethyl)-5-chloro-3-(2-(trifluoromethyl)-phenyl)quinoxaline). RXN SMILES: [Cl:1][C:2]1[CH:11]=[CH:10][CH:9]=[C:8]2[C:3]=1[N:4]=[C:5]([C:13]1[CH:18]=[CH:17][CH:16]=[CH:15][C:14]=1[C:19]([F:22])([F:21])[F:20])[C:6]([CH3:12])=[N:7]2.[Br:23]N1C(C)(C)C(=O)N(Br)C1=O.C(Cl)(Cl)(Cl)Cl.C(OOC(=O)C1C=CC=CC=1)(=O)C1C=CC=CC=1>>[Br:23][CH2:12][C:6]1[C:5]([C:13]2[CH:18]=[CH:17][CH:16]=[CH:15][C:14]=2[C:19]([F:22])([F:20])[F:21])=[N:4][C:3]2[C:8](=[CH:9][CH:10]=[CH:11][C:2]=2[Cl:1])[N:7]=1. Procedure details: 5-Chloro-2-methyl-3-(2-(trifluoromethyl)phenyl)quinoxaline (1.4455 g, 4.479 mmol) and 1,3-dibromo-5,5-dimethylhydantoin (0.6404 g, 2.240 mmol) were suspended in carbon tetrachloride (44.79 mL, 4.479 mmol). To the mixture was added benzoyl peroxide (0.1447 g, 0.4479 mmol) and the mixture was heated at reflux. After 21.5 h, the mixture was cooled to room temperature and concentrated under reduced pressure. The residue was purified by silica gel column chromatography on a 80 g of Redi-Sep™ column u...